The task is: describe an organic reaction: reactants, conditions, products, and yield. This data is from the Open Reaction Database (ORD), a public repository of structured organic reaction records. Reactants: CC(C)NC1CCCCC1, Cc1c(C(=O)O)cccc1N1CCN(CCC(c2ccccc2)c2ccccc2)CC1. Yields the product Cc1c(C(=O)N(C(C)C)C2CCCCC2)cccc1N1CCN(CCC(c2ccccc2)c2ccccc2)CC1. RXN SMILES: [CH:32]([CH3:33])([CH3:34])[NH:35][CH:36]1[CH2:37][CH2:38][CH2:39][CH2:40][CH2:41]1.[c:1]1([CH:7]([CH2:8][CH2:9][N:10]2[CH2:11][CH2:12][N:13]([c:16]3[c:17]([CH3:25])[c:18]([C:19](=[O:20])[OH:21])[cH:22][cH:23][cH:24]3)[CH2:14][CH2:15]2)[c:26]2[cH:27][cH:28][cH:29][cH:30][cH:31]2)[cH:2][cH:3][cH:4][cH:5][cH:6]1>>[c:1]1([CH:7]([CH2:8][CH2:9][N:10]2[CH2:11][CH2:12][N:13]([c:16]3[c:17]([CH3:25])[c:18]([C:19](=[O:20])[N:35]([CH:32]([CH3:33])[CH3:34])[CH:36]4[CH2:37][CH2:38][CH2:39][CH2:40][CH2:41]4)[cH:22][cH:23][cH:24]3)[CH2:14][CH2:15]2)[c:26]2[cH:27][cH:28][cH:29][cH:30][cH:31]2)[cH:2][cH:3][cH:4][cH:5][cH:6]1. Reactants: N1=C(C=NC=C1)CC#N (2-(pyrazin-2-yl)acetonitrile), BrCCBr (1,2-dibromoethane), [H-].[Na+] (sodium hydride). Run in CN(C=O)C (N,N-dimethylformamide), CN(C=O)C (N,N-dimethylformamide). Run at time 18 hour. The product is N1=C(C=NC=C1)C1(CC1)C#N (1-(pyrazin-2-yl)cyclopropanecarbonitrile). Isolated yield 31.4%. As a reaction SMILES: [H-].[Na+].[N:3]1[CH:8]=[CH:7][N:6]=[CH:5][C:4]=1[CH2:9][C:10]#[N:11].Br[CH2:13][CH2:14]Br>CN(C)C=O>[N:3]1[CH:8]=[CH:7][N:6]=[CH:5][C:4]=1[C:9]1([C:10]#[N:11])[CH2:14][CH2:13]1 |f:0.1|. Reported procedure: To a suspension of sodium hydride (0.386 g, 16.1 mmol) in anhydrous N,N-dimethylformamide (5 mL) was added dropwise a solution of 2-(pyrazin-2-yl)acetonitrile (0.55 g, 4.6 mmol) and 1,2-dibromoethane (2.25 g, 11.9 mmol) in anhydrous N,N-dimethylformamide (8 mL) over a period of 10 min at room temperature. The mixture was stirred for 18 h, then was quenched with water and extracted with ethyl acetate. The organic layer was washed with brine, dried over sodium sulfate, filtered, and concentrated u... Starting materials: C(=O)([O-])[O-].[K+].[K+] (K2CO3), C(C)OC(=O)C=1NC2=CC(=CC=C2C1)C(=O)OCC (1H-indole-2,6-dicarboxylic acid diethyl ester), BrC(C#N)C (2-bromo-propionitrile). Run in CN(C)C=O (DMF), CN(C)C=O (DMF). Conditions: time 0.5 hour. The product is C(C)OC(=O)C=1N(C2=CC(=CC=C2C1)C(=O)OCC)C(C)C#N (1-(cyano-methyl-methyl)-1H-indole-2,6-dicarboxylic acid diethyl ester). Yield: 64.8%. RXN SMILES: C([O-])([O-])=O.[K+].[K+].[CH2:7]([O:9][C:10]([C:12]1[NH:13][C:14]2[C:19]([CH:20]=1)=[CH:18][CH:17]=[C:16]([C:21]([O:23][CH2:24][CH3:25])=[O:22])[CH:15]=2)=[O:11])[CH3:8].Br[CH:27]([CH3:30])[C:28]#[N:29]>CN(C=O)C>[CH2:7]([O:9][C:10]([C:12]1[N:13]([CH:27]([C:28]#[N:29])[CH3:30])[C:14]2[C:19]([CH:20]=1)=[CH:18][CH:17]=[C:16]([C:21]([O:23][CH2:24][CH3:25])=[O:22])[CH:15]=2)=[O:11])[CH3:8] |f:0.1.2|. Reported procedure: A mixture of K2CO3 (7.93 g, 57.0 mmol) and 1H-indole-2,6-dicarboxylic acid diethyl ester (5.0 g, 19.14 mmol) in DMF (30 mL) was stirred at room temperature for 0.5 h. Then 2-bromo-propionitrile (3.4 mL, 38.3 mmol) in DMF (10 mL) was added. The reaction was warmed to 80° C. and kept at this temperature for 6 h. Then the reaction was cooled down to the room temperature. Most of the DMF solvent was removed in vacuo and the crude residue was extracted several times with EtOAc. The combined organic e... Starting materials: NC1=C(C(=O)O)C=CC=C1 (2-aminobenzoic acid), OS(=O)(=O)O.O=S(=O)=O (oleum), C(C)OCC (diethyl ether). Product: NC1=C(C(=O)O)C=C(C=C1)S(=O)(=O)O (2-amino-5-sulphobenzoic acid). Yield: 57.0%. Reaction SMILES: [NH2:1][C:2]1[CH:10]=[CH:9][CH:8]=[CH:7][C:3]=1[C:4]([OH:6])=[O:5].C(OCC)C.[OH:16][S:17](O)(=[O:19])=[O:18].O=S(=O)=O>>[NH2:1][C:2]1[CH:10]=[CH:9][C:8]([S:17]([OH:19])(=[O:18])=[O:16])=[CH:7][C:3]=1[C:4]([OH:6])=[O:5] |f:2.3|. Procedure: A solution of 2-aminobenzoic acid (2g, 15 mM) in oleum (30 ml) was heated at 80°, under argon atmosphere for 2 hours. The mixture was poured into diethyl ether (400 ml) and the resulting precipitate was filtered, washed with diethyl ether and dried under vacuum to give 2-amino-5-sulphobenzoic acid (1.8 g, 57%). The reactants are C1(=C(C=CC=C1)NNC(=S)N)C (1-(o-tolyl)-3-thiosemicarbazide), Br.BrCCN (2-bromoethylamine hydrobromide). The solvent is C(C)(C)O (isopropanol). RXN SMILES: [C:1]1([CH3:12])[CH:6]=[CH:5][CH:4]=[CH:3][C:2]=1[NH:7][NH:8][C:9]([NH2:11])=[S:10].Br.Br[CH2:15][CH2:16]N>C(O)(C)C>[C:1]1([CH3:12])[CH:6]=[CH:5][CH:4]=[CH:3][C:2]=1[NH:7][NH:8][C:9]1[S:10][CH2:15][CH2:16][N:11]=1 |f:1.2|. Procedure: A mixture of 27.2 g. (0.15 moles) of 1-(o-tolyl)-3-thiosemicarbazide, 31 g. (0.15 moles) of 2-bromoethylamine hydrobromide, and 800 ml. of isopropanol are heated at reflux temperature for 16 hours. The reaction mixture is cooled to room temperature and filtered. The solid material is washed with hot water and the aqueous solution is treated with saturated sodium bicarbonate solution. The solid material which separates is filtered, washed with water, and recrystallized with methanol affording 13 ... Product: C1(=C(C=CC=C1)NNC=1SCCN1)C (2-(o-Tolylhydrazino)-2-Thiazoline). Starting materials: C(CC(C)C)(=O)Cl (Isovaleryl chloride), C(C)(=O)C=1C=C(NN1)C(=O)NN(CC1=CC=C(C=C1)C1=C(C=CC(=C1)Cl)F)C[C@H](C(=O)O)O ((R)-3-[N′-(5-acetyl-2H-pyrazole-3-carbonyl)-N-(5′-chloro-2′-fluorobiphenyl-4-ylmethyl)hydrazino]-2-hydroxypropionic acid), C1CCOC1 (THF). Reaction conditions: time 8 hour. Product: C(C)(=O)C=1C=C(NN1)C(=O)NN(CC1=CC=C(C=C1)C1=C(C=CC(=C1)Cl)F)C[C@H](C(=O)O)OC(CC(C)C)=O (3-Methylbutyric Acid (R)-2-[N′-(5-acetyl-2H-pyrazole-3-carbonyl)-N-(5′-chloro-2′-fluorobiphenyl-4-ylmethyl)hydrazino]-1-carboxyethyl Ester). Yield: 50.1%. As a reaction SMILES: [C:1](Cl)(=[O:6])[CH2:2][CH:3]([CH3:5])[CH3:4].[C:8]([C:11]1[CH:12]=[C:13]([C:16]([NH:18][N:19]([CH2:35][C@@H:36]([OH:40])[C:37]([OH:39])=[O:38])[CH2:20][C:21]2[CH:26]=[CH:25][C:24]([C:27]3[CH:32]=[C:31]([Cl:33])[CH:30]=[CH:29][C:28]=3[F:34])=[CH:23][CH:22]=2)=[O:17])[NH:14][N:15]=1)(=[O:10])[CH3:9].C1COCC1>>[C:8]([C:11]1[CH:12]=[C:13]([C:16]([NH:18][N:19]([CH2:35][C@@H:36]([O:40][C:1](=[O:6])[CH2:2][CH:3]([CH3:5])[CH3:4])[C:37]([OH:39])=[O:38])[CH2:20][C:21]2[CH:26]=[CH:25][C:24]([C:27]3[CH:32]=[C:31]([Cl:33])[CH:30]=[CH:29][C:28]=3[F:34])=[CH:23][CH:22]=2)=[O:17])[NH:14][N:15]=1)(=[O:10])[CH3:9]. Procedure: Isovaleryl chloride (51.4 μL, 421.2 μmol) and (R)-3-[N′-(5-acetyl-2H-pyrazole-3-carbonyl)-N-(5′-chloro-2′-fluorobiphenyl-4-ylmethyl)hydrazino]-2-hydroxypropionic acid (20.0 mg, 42.1 μmol) were combined in THF (205 μL, 2.5 mmol), and stirred overnight at room temperature. The solvent was evaporated and the residue was purified (reverse phase HPLC column) to yield the title compound (11.8 mg) as a TFA salt. MS m/z [M+H]+ calc'd for C27H28ClFN4O6, 559.17. found 559.1.